This data is from the Open Reaction Database (ORD), a public repository of structured organic reaction records. The task is: describe an organic reaction: reactants, conditions, products, and yield As a reaction SMILES: [Cl:1][C:2]1[CH:3]=[CH:4][C:5]([O:11][CH3:12])=[C:6](B(O)O)[CH:7]=1.[NH2:13][C:14]1[C:19](Br)=[CH:18][CH:17]=[CH:16][N:15]=1>C1C=CC(/C=C/C(/C=C/C2C=CC=CC=2)=O)=CC=1.C1C=CC(/C=C/C(/C=C/C2C=CC=CC=2)=O)=CC=1.C1C=CC(/C=C/C(/C=C/C2C=CC=CC=2)=O)=CC=1.[Pd].[Pd].C1(P(C2CCCCC2)C2C=CC=CC=2C2C(OC)=CC=CC=2OC)CCCCC1.O.[O-]P([O-])([O-])=O.[K+].[K+].[K+].C1(C)C=CC=CC=1>[Cl:1][C:2]1[CH:3]=[CH:4][C:5]([O:11][CH3:12])=[C:6]([C:19]2[C:14]([NH2:13])=[N:15][CH:16]=[CH:17][CH:18]=2)[CH:7]=1 |f:2.3.4.5.6,8.9.10.11.12|. Procedure details: The 300 mL round bottom flask, equipped with magnetic stirrer and refluxed condenser, was charged with 5-chloro-2-methoxyphenylboronic acid (5.00 g, 33 mmol), 2-amino-3-bromopyridine (5.70 g, 33 mmol), Pd2(dba)3 (604 mg, 2 mol %), 2-dicylohexylphosphino-2′,6′-dimethoxybiphenyl (542 mg, 4 mol %), potassium phosphate tribasic monohydrate (22.8 mg, 3 eq) and 100 mL of toluene. The flask was filled with nitrogen, and the reaction mixture was heated to reflux and stirred under nitrogen atmosphere for... The solvent is C1(=CC=CC=C1)C (toluene). The yield is 64.6%. Conditions: time 24 hour. Reactants: ClC=1C=CC(=C(C1)B(O)O)OC (5-chloro-2-methoxyphenylboronic acid), NC1=NC=CC=C1Br (2-amino-3-bromopyridine). Yields the product ClC=1C=CC(=C(C1)C=1C(=NC=CC1)N)OC (3-(5-chloro-2-methoxyphenyl)pyridin-2-amine). Reagents/catalysts: C=1C=CC(=CC1)/C=C/C(=O)/C=C/C2=CC=CC=C2.C=1C=CC(=CC1)/C=C/C(=O)/C=C/C2=CC=CC=C2.C=1C=CC(=CC1)/C=C/C(=O)/C=C/C2=CC=CC=C2.[Pd].[Pd] (Pd2(dba)3), C1(CCCCC1)P(C1=C(C=CC=C1)C1=C(C=CC=C1OC)OC)C1CCCCC1 (2-dicylohexylphosphino-2′,6′-dimethoxybiphenyl), O.[O-]P(=O)([O-])[O-].[K+].[K+].[K+] (potassium phosphate tribasic monohydrate).